From a dataset of the Open Reaction Database (ORD), a public repository of structured organic reaction records. describe an organic reaction: reactants, conditions, products, and yield Starting materials: CC(C)=CCCC(C)=CCO, CC(C)=CCCC(C)=CCO, COC(CCl)OC, [Na+], [OH-], O. Product: COC(OC)C(CC=C(C)CCC=C(C)C)OCC=C(C)CCC=C(C)C. RXN SMILES: [CH3:12][C:13]([CH3:14])=[CH:15][CH2:16][CH2:17][C:18]([CH3:19])=[CH:20][CH2:21][OH:22].[CH3:1][C:2]([CH3:3])=[CH:4][CH2:5][CH2:6][C:7]([CH3:8])=[CH:9][CH2:10][OH:11].[CH3:23][O:24][CH:25]([CH2:26][Cl:27])[O:28][CH3:29].[Na+:31].[OH-:30].[OH2:32]>>[CH3:1][C:2]([CH3:3])=[CH:4][CH2:5][CH2:6][C:7]([CH3:8])=[CH:9][CH2:10][O:11][CH:26]([CH2:21][CH:20]=[C:18]([CH2:17][CH2:16][CH:15]=[C:13]([CH3:12])[CH3:14])[CH3:19])[CH:25]([O:24][CH3:23])[O:28][CH3:29]. Starting materials: C[O-].[Na+] (sodium methoxide), COC(=O)C=1C=2C=CN(C2C=C(C1)Br)C(C)C (6-bromo-1-isopropyl-1H-indole-4-carboxylic acid methyl ester), Cl (HCl). Reagents/catalysts: [Cu]I (CuI). Solvent: O (water), CN1CCCC1=O (NMP). Reaction conditions: temperature 120 celsius. Yields the product C(C)(C)N1C=CC=2C(=CC(=CC12)OC)C(=O)O (1-isopropyl-6-methoxy-1H-indole-4-carboxylic acid). Isolated yield 178.6%. RXN SMILES: [CH3:1][O-:2].[Na+].C[O:5][C:6]([C:8]1[C:9]2[CH:10]=[CH:11][N:12]([CH:18]([CH3:20])[CH3:19])[C:13]=2[CH:14]=[C:15](Br)[CH:16]=1)=[O:7].Cl>CN1C(=O)CCC1.O.[Cu]I>[CH:18]([N:12]1[C:13]2[CH:14]=[C:15]([O:2][CH3:1])[CH:16]=[C:8]([C:6]([OH:5])=[O:7])[C:9]=2[CH:10]=[CH:11]1)([CH3:20])[CH3:19] |f:0.1|. Reported procedure: Freshly prepared sodium methoxide (500 mg in 5 mL methanol) was added to a stirred suspension of 6-bromo-1-isopropyl-1H-indole-4-carboxylic acid methyl ester (500 mg, 1.68 mmol) and CuI (480 mg, 2.53 mmol) in NMP (8 mL) and then heated at 120° C. for 2 h. The reaction mixture was cooled to room temperature, diluted with water (5 mL) and acidified with 1N HCl. The reaction mixture was filtered through Celite and washed with EtOAc (5 mL). Separated the EtOAc layer from filtrate, dried over anhydro...